From a dataset of the Open Reaction Database (ORD), a public repository of structured organic reaction records. describe an organic reaction: reactants, conditions, products, and yield Reactants: S1C2=C(C=C1)C=CC=C2 (benzo[b]thiophene), [Li]C(C)(C)C (t-BuLi), n-bromopropane. Run in C1CCOC1 (THF). Product: C(CC)C1=CC2=C(S1)C=CC=C2 (2-n-Propylbenzo[b]thiophene), light yellow liquid. Isolated yield 85.0%. As a reaction SMILES: [S:1]1[CH:5]=[CH:4][C:3]2[CH:6]=[CH:7][CH:8]=[CH:9][C:2]1=2.[Li][C:11](C)([CH3:13])[CH3:12]>C1COCC1>[CH2:12]([C:5]1[S:1][C:2]2[CH:9]=[CH:8][CH:7]=[CH:6][C:3]=2[CH:4]=1)[CH2:11][CH3:13]. Reported procedure: 2-n-Propylbenzo[b]thiophene was prepared by the method of Example 40A with benzo[b]thiophene (7.5 mmoles, 1.0 g), t-BuLi (1.7M, 9.7 mmoles, 5.7 ml), n-bromopropane (9.7 mmoles, 0.88 ml) and THF (20 ml). 1.11 g (85%) of a light yellow liquid was isolated. Reactants: O[C@H]1C[C@@H]2N(CCN(C2)C2=NC=C(C=C2)Cl)C1 ((7S,8aS)-7-hydroxy-2-(5-chloropyridin-2-yl)-1,2,3,4,6,7,8,8a-octahydro-pyrrolo[1,2-a]pyrazine), [H-].[Na+] (sodium hydride), FC1=CC=C(CBr)C=C1 (4-fluorobenzyl bromide). Reagents/catalysts: [I-].C(CCC)[N+](CCCC)(CCCC)CCCC (tetra-n-butylammonium iodide). Solvent: C1CCOC1 (THF). Reaction conditions: time 16 hour. Product: FC1=CC=C(CO[C@H]2C[C@@H]3N(CCN(C3)C3=NC=C(C=C3)Cl)C2)C=C1 ((7S,8aS)-7-(4-Fluorobenzyl)oxy-2-(5-chloropyridin-2-yl)-1,2,3,4,6,7,8,8a-octahydro-pyrrolo[1,2-a]pyrazine). Yield: 41.0%. RXN SMILES: [OH:1][C@@H:2]1[CH2:17][N:5]2[CH2:6][CH2:7][N:8]([C:10]3[CH:15]=[CH:14][C:13]([Cl:16])=[CH:12][N:11]=3)[CH2:9][C@@H:4]2[CH2:3]1.[H-].[Na+].[F:20][C:21]1[CH:28]=[CH:27][C:24]([CH2:25]Br)=[CH:23][CH:22]=1>C1COCC1.[I-].C([N+](CCCC)(CCCC)CCCC)CCC>[F:20][C:21]1[CH:28]=[CH:27][C:24]([CH2:25][O:1][C@@H:2]2[CH2:17][N:5]3[CH2:6][CH2:7][N:8]([C:10]4[CH:15]=[CH:14][C:13]([Cl:16])=[CH:12][N:11]=4)[CH2:9][C@@H:4]3[CH2:3]2)=[CH:23][CH:22]=1 |f:1.2,5.6|. Procedure: A solution of 0.23 g (0.91 mmol) of (7S,8aS)-7-hydroxy-2-(5-chloropyridin-2-yl)-1,2,3,4,6,7,8,8a-octahydro-pyrrolo[1,2-a]pyrazine (Preparation 18) in 10 mL of dry THF was treated with 40 mg (1.0 mmol) of sodium hydride (60% oil dispersion), followed by 0.125 mL (1.0 mmol) of 4-fluorobenzyl bromide and 17 mg (0.05 mmol) of tetra-n-butylammonium iodide. The mixture was stirred at ambient temperature for 16 h, and warmed to 50° C. for 4 h. The suspension was cooled, the solvent was evaporated, and ... Reactants: CN(C)C=O, CCOC(C)=O, CCN(C(C)C)C(C)C, O=[N+]([O-])c1cc(CO)ccc1F, NC1CCCCC1. Yields the product O=[N+]([O-])c1cc(CO)ccc1NC1CCCCC1. RXN SMILES: [CH3:29][N:30]([CH3:31])[CH:32]=[O:33].[CH3:34][CH2:35][O:36][C:37](=[O:38])[CH3:39].[CH:13]([N:14]([CH2:15][CH3:16])[CH:17]([CH3:18])[CH3:19])([CH3:20])[CH3:21].[F:1][c:2]1[c:3]([N+:10](=[O:11])[O-:12])[cH:4][c:5]([CH2:8][OH:9])[cH:6][cH:7]1.[NH2:22][CH:23]1[CH2:24][CH2:25][CH2:26][CH2:27][CH2:28]1>>[c:2]1([NH:22][CH:23]2[CH2:24][CH2:25][CH2:26][CH2:27][CH2:28]2)[c:3]([N+:10](=[O:11])[O-:12])[cH:4][c:5]([CH2:8][OH:9])[cH:6][cH:7]1. Procedure details: A suspension of 2-chloro-4-pyridinemethanol (8.0 g, 55.9 mmol), NBS (14.9 g, 83.9 mmol), and K2CO3 (11.75 g, 97.1 mmol) in EtOAc was refluxed for 3 h. A second portion of NBS (14.9 g, 83.9 mmol) and Na2CO3 (12.0 g, 114 mmol) were added and the reaction was heated to reflux for an additional 3.5 h, cooled and filtered through a pad of celite. The filtrate, after concentrattion to a small volume, was subjected to flash chromatography eluting with 0.5-4% CH3OH/CH2Cl2. The fractions containing produ... Starting materials: ClC1=NC=CC(=C1)CO (2-chloro-4-pyridinemethanol), C1CC(=O)N(C1=O)Br (NBS), C(=O)([O-])[O-].[K+].[K+] (K2CO3), C1CC(=O)N(C1=O)Br (NBS), C(=O)([O-])[O-].[Na+].[Na+] (Na2CO3). Yields the product ClC1=NC=CC(=C1)C=O (2-Chloro-4-pyridinecarboxaldehyde). Run in CCOC(=O)C (EtOAc). Reaction SMILES: [Cl:1][C:2]1[CH:7]=[C:6]([CH2:8][OH:9])[CH:5]=[CH:4][N:3]=1.C1C(=O)N(Br)C(=O)C1.C([O-])([O-])=O.[K+].[K+].C([O-])([O-])=O.[Na+].[Na+]>CCOC(C)=O>[Cl:1][C:2]1[CH:7]=[C:6]([CH:8]=[O:9])[CH:5]=[CH:4][N:3]=1 |f:2.3.4,5.6.7|. Reaction SMILES: [Cl:1][C:2]1[CH:3]=[C:4]2[C:8](=[C:9]([C:11]([OH:13])=O)[CH:10]=1)[NH:7][CH:6]=[CH:5]2.CN(C(ON1N=NC2C=CC=CC1=2)=[N+](C)C)C.[B-](F)(F)(F)F.C(N(CC)C(C)C)(C)C.[C:45]([C:49]1[CH:66]=[CH:65][C:52]([CH2:53][NH:54][CH2:55][CH:56]([C:58]2[CH:63]=[CH:62][C:61]([Cl:64])=[CH:60][CH:59]=2)[OH:57])=[CH:51][CH:50]=1)([CH3:48])([CH3:47])[CH3:46]>CN(C=O)C.O>[C:45]([C:49]1[CH:66]=[CH:65][C:52]([CH2:53][N:54]([CH2:55][CH:56]([C:58]2[CH:59]=[CH:60][C:61]([Cl:64])=[CH:62][CH:63]=2)[OH:57])[C:11]([C:9]2[CH:10]=[C:2]([Cl:1])[CH:3]=[C:4]3[C:8]=2[NH:7][CH:6]=[CH:5]3)=[O:13])=[CH:51][CH:50]=1)([CH3:48])([CH3:46])[CH3:47] |f:1.2|. Product: C(C)(C)(C)C1=CC=C(CN(C(=O)C=2C=C(C=C3C=CNC23)Cl)CC(O)C2=CC=C(C=C2)Cl)C=C1 ([rac]-5-Chloro-1H-indole-7-carboxylic acid (4-tert-butyl-benzyl)-[2-(4-chloro-phenyl)-2-hydroxy-ethyl]-amide). Reactants: C(C)(C)(C)C1=CC=C(CNCC(O)C2=CC=C(C=C2)Cl)C=C1 ([rac]-(4-tert-butyl-benzyl)-[2-(4-chloro-phenyl)-2-hydroxy-ethyl]-amine), ClC=1C=C2C=CNC2=C(C1)C(=O)O (5-chloro-1H-indole-7-carboxylic acid), CN(C)C(=[N+](C)C)ON1C2=C(C=CC=C2)N=N1.[B-](F)(F)(F)F (TBTU), C(C)(C)N(C(C)C)CC (N,N-diisopropyl-ethyl amine). Solvent: CN(C)C=O (DMF), O (water). Reaction conditions: time 5 minute. Procedure: To a solution of 50 mg (0.26 mmol) of 5-chloro-1H-indole-7-carboxylic acid and 80 mg of TBTU (0.26 mmol) in 4 ml DMF, were added 0.22 ml (1.28 mmol) of N,N-diisopropyl-ethyl amine. After stirring for 5 min at rt, 81 mg (0.26 mmol) of [rac]-(4-tert-butyl-benzyl)-[2-(4-chloro-phenyl)-2-hydroxy-ethyl]-amine were added. After stirring for 17 h at rt, the reaction mixture was diluted with 30 ml water and extracted with EtOAc (2×). The combined organic phases were washed with water and brine, dried wi... Yield: 46.6%.